The task is: describe an organic reaction: reactants, conditions, products, and yield. This data is from the Open Reaction Database (ORD), a public repository of structured organic reaction records. Starting materials: CCC1Nc2ccccc2-c2ccccc21, COc1ccc(S(=O)(=O)Cl)cc1, c1ccncc1. Yields the product CCC1c2ccccc2-c2ccccc2N1S(=O)(=O)c1ccc(OC)cc1. RXN SMILES: [CH2:1]([CH3:2])[CH:3]1[NH:4][c:5]2[cH:6][cH:7][cH:8][cH:9][c:10]2-[c:11]2[cH:12][cH:13][cH:14][cH:15][c:16]21.[CH3:17][O:18][c:19]1[cH:20][cH:21][c:22]([S:25](=[O:26])(=[O:27])[Cl:28])[cH:23][cH:24]1.[cH:29]1[cH:30][cH:31][n:32][cH:33][cH:34]1>>[CH2:1]([CH3:2])[CH:3]1[N:4]([S:25]([c:22]2[cH:21][cH:20][c:19]([O:18][CH3:17])[cH:24][cH:23]2)(=[O:26])=[O:27])[c:5]2[cH:6][cH:7][cH:8][cH:9][c:10]2-[c:11]2[cH:12][cH:13][cH:14][cH:15][c:16]21.